This data is from the Open Reaction Database (ORD), a public repository of structured organic reaction records. The task is: describe an organic reaction: reactants, conditions, products, and yield Starting materials: CS(=O)(=O)c1nccc(-c2ccnn2-c2ccccc2)n1, [H-], COC(=O)c1ccc(N)cc1, [Na+], CN(C)C=O. Product: COC(=O)c1ccc(Nc2nccc(-c3ccnn3-c3ccccc3)n2)cc1. RXN SMILES: [CH3:14][S:15](=[O:16])(=[O:17])[c:18]1[n:19][cH:20][cH:21][c:22](-[c:24]2[cH:25][cH:26][n:27][n:28]2-[c:29]2[cH:30][cH:31][cH:32][cH:33][cH:34]2)[n:23]1.[H-:1].[NH2:3][c:4]1[cH:5][cH:6][c:7]([C:8](=[O:9])[O:10][CH3:11])[cH:12][cH:13]1.[Na+:2].[O:35]=[CH:36][N:37]([CH3:38])[CH3:39]>>[NH:3]([c:4]1[cH:5][cH:6][c:7]([C:8](=[O:9])[O:10][CH3:11])[cH:12][cH:13]1)[c:18]1[n:19][cH:20][cH:21][c:22](-[c:24]2[cH:25][cH:26][n:27][n:28]2-[c:29]2[cH:30][cH:31][cH:32][cH:33][cH:34]2)[n:23]1. Starting materials: O(C1=CC=CC=C1)C1=C(C(=O)O)C=C(C(=C1)OC1=CC=CC=C1)S(N)(=O)=O (2,4-diphenoxy-5-sulfamoyl-benzoic acid), Cl (HCl), ( d ), C(C1=CC=CO1)N (furfurylamine). Solvent: C(C)(=O)O (acetic acid). Run at temperature 80 celsius. Product: O1C(=CC=C1)CNC=1C(C(=O)O)=CC(=C(C1)OC1=CC=CC=C1)S(N)(=O)=O (N-(2-furylmethyl)-4-phenoxy-5-sulfamoyl-anthranilic acid). As a reaction SMILES: O([C:8]1[CH:16]=[C:15]([O:17][C:18]2[CH:23]=[CH:22][CH:21]=[CH:20][CH:19]=2)[C:14]([S:24](=[O:27])(=[O:26])[NH2:25])=[CH:13][C:9]=1[C:10]([OH:12])=[O:11])C1C=CC=CC=1.[CH2:28]([NH2:34])[C:29]1[O:33][CH:32]=[CH:31][CH:30]=1.Cl>C(O)(=O)C>[O:33]1[CH:32]=[CH:31][CH:30]=[C:29]1[CH2:28][NH:34][C:8]1[C:9](=[CH:13][C:14]([S:24](=[O:26])(=[O:27])[NH2:25])=[C:15]([O:17][C:18]2[CH:19]=[CH:20][CH:21]=[CH:22][CH:23]=2)[CH:16]=1)[C:10]([OH:12])=[O:11]. Reported procedure: 43 g (1.0 mol) of the 2,4-diphenoxy-5-sulfamoyl-benzoic acid prepared according to (d) were stirred for 4 hours under nitrogen at 135° C with 90 ml of freshly distilled furfurylamine. The faintly yellow reaction solution, which had been cooled to about 80° C, was then introduced while stirring into 1 l of 10 % acetic acid, and the pH of the mixture was then adjusted to 3 by means of 5N HCl. After standing for a short time at room temperature, the N-(2-furylmethyl)-4-phenoxy-5-sulfamoyl-anthranil... The reactants are CC(C)([O-])C.[K+] (Potassium tert-butoxide), FC=1C=C(C=O)C=CC1O (3-Fluoro-4-hydroxy-benzaldehyde), BrCCCOC1=CC=C(C=C1)C1=CC=CC=C1 (4-(3-Bromo-propoxy)-biphenyl). Solvent: O (water), CN(C=O)C (N,N-dimethylformamide). Run at time 10 minute. Product: C1(=CC=C(C=C1)OCCCOC1=C(C=C(C=O)C=C1)F)C1=CC=CC=C1 (4-[3-(Biphenyl-4-yloxy)-propoxy]-3-fluoro-benzaldehyde). The yield is 83.2%. RXN SMILES: CC(C)([O-])C.[K+].[F:7][C:8]1[CH:9]=[C:10]([CH:13]=[CH:14][C:15]=1[OH:16])[CH:11]=[O:12].Br[CH2:18][CH2:19][CH2:20][O:21][C:22]1[CH:27]=[CH:26][C:25]([C:28]2[CH:33]=[CH:32][CH:31]=[CH:30][CH:29]=2)=[CH:24][CH:23]=1>CN(C)C=O.O>[C:25]1([C:28]2[CH:29]=[CH:30][CH:31]=[CH:32][CH:33]=2)[CH:24]=[CH:23][C:22]([O:21][CH2:20][CH2:19][CH2:18][O:16][C:15]2[CH:14]=[CH:13][C:10]([CH:11]=[O:12])=[CH:9][C:8]=2[F:7])=[CH:27][CH:26]=1 |f:0.1|. Reported procedure: Potassium tert-butoxide (198 mg, 1.76 mmol) was added, at 0° C., to a solution of 3-Fluoro-4-hydroxy-benzaldehyde (235 mg, 1.68 mmol) in dry N,N-dimethylformamide (2 mL). The mixture was stirred for 10 minutes. 4-(3-Bromo-propoxy)-biphenyl (example 23, Step D) (539 mg, 1.84 mmol) was added and the reaction was stirred for 24 hours at room temperature. The mixture was diluted with water (15 mL) and extracted with ethyl acetate (4×15 mL). The combined organic layers were dried (Na2SO4), filtered, ... The reactants are CO, [H][H], CN1CC(Oc2ccncc2)CC(C(=O)NO)C1C(=O)N1CC=C(c2ccccc2)CC1. Yields the product CN1CC(Oc2ccncc2)CC(C(=O)NO)C1C(=O)N1CCC(c2ccccc2)CC1. RXN SMILES: [CH3:35][OH:36].[H:33][H:34].[OH:1][NH:2][C:3](=[O:4])[CH:5]1[CH:6]([C:19](=[O:20])[N:21]2[CH2:22][CH2:23][C:24]([c:27]3[cH:28][cH:29][cH:30][cH:31][cH:32]3)=[CH:25][CH2:26]2)[N:7]([CH3:18])[CH2:8][CH:9]([O:11][c:12]2[cH:13][cH:14][n:15][cH:16][cH:17]2)[CH2:10]1>>[OH:1][NH:2][C:3](=[O:4])[CH:5]1[CH:6]([C:19](=[O:20])[N:21]2[CH2:22][CH2:23][CH:24]([c:27]3[cH:28][cH:29][cH:30][cH:31][cH:32]3)[CH2:25][CH2:26]2)[N:7]([CH3:18])[CH2:8][CH:9]([O:11][c:12]2[cH:13][cH:14][n:15][cH:16][cH:17]2)[CH2:10]1. The reactants are [NH4+].[Cl-] (NH4Cl), C1(=CC=CC=C1)[C@@H]1NC(OC1)=O ((S)-(+)-4-Phenyl-2-oxazolidinone), C(\C=C\C1=CC=CC=C1)(=O)Cl (trans-cinnamoyl chloride), C(CCC)[Li] (n-Butyllithium). Run in C1CCOC1 (THF). Conditions: temperature -78 celsius. The product is C(\C=C\C1=CC=CC=C1)(=O)N1C(OC[C@@H]1C1=CC=CC=C1)=O (3-(trans-cinnamoyl)-4-(S)-phenyl-2-oxazolidinone). Reaction SMILES: [C:1]1([C@H:7]2[CH2:11][O:10][C:9](=[O:12])[NH:8]2)[CH:6]=[CH:5][CH:4]=[CH:3][CH:2]=1.C([Li])CCC.[C:18](Cl)(=[O:27])/[CH:19]=[CH:20]/[C:21]1[CH:26]=[CH:25][CH:24]=[CH:23][CH:22]=1.[NH4+].[Cl-]>C1COCC1>[C:18]([N:8]1[C@@H:7]([C:1]2[CH:2]=[CH:3][CH:4]=[CH:5][CH:6]=2)[CH2:11][O:10][C:9]1=[O:12])(=[O:27])/[CH:19]=[CH:20]/[C:21]1[CH:26]=[CH:25][CH:24]=[CH:23][CH:22]=1 |f:3.4|. Reported procedure: (S)-(+)-4-Phenyl-2-oxazolidinone (4.77 g, 29.3 mmol, Aldrich) was dissolved in dry THF (100 mL), and the solution was cooled to -78° C. and flushed with N2. n-Butyllithium (2.5M in THF, 11.7 mL, 29.3 mmol) was introduced over 10 minutes. The compound from step 8a (in 30 mL of THF) was added over 10 minutes, and the mixture was stirred at -78° C. for half an hour. The mixture was stirred as it was allowed to warm to room temperature. Saturated aqueous NH4Cl solution was added, the mixture was sti... The reactants are CS(C)=O, CS(N)(=O)=O, CC(=O)c1cc(CCl)ccc1O, Cl, [H-], [Na+], O. The product is CC(=O)c1cc(CNS(C)(=O)=O)ccc1O. As a reaction SMILES: [CH3:21][S:22]([CH3:23])=[O:24].[CH3:3][S:4](=[O:5])(=[O:6])[NH2:7].[Cl:8][CH2:9][c:10]1[cH:11][cH:12][c:13]([OH:19])[c:14]([C:16]([CH3:17])=[O:18])[cH:15]1.[ClH:20].[H-:1].[Na+:2].[OH2:25]>>[CH3:3][S:4](=[O:5])(=[O:6])[NH:7][CH2:9][c:10]1[cH:11][cH:12][c:13]([OH:19])[c:14]([C:16]([CH3:17])=[O:18])[cH:15]1. Reported procedure: A mixture of 2.5 g of 2'-chloro-2,3'-bipyridine, 12.6 ml of anhydrous hydrazine and 50 ml of pyridine was refluxed for 36 hours and concentrated under vacuum to a gum. The gum was dissolved in methylene chloride, treated with activated carbon, dried over sodium sulfate and the solvent removed. The residue was crystallized from etherhexane to give 2.1 g of 2'-hydrazino-2,3'-bipyridine as yellow crystals, mp 64°-65° C. Solvent: N1=CC=CC=C1 (pyridine). Reaction SMILES: Cl[C:2]1[C:7]([C:8]2[CH:13]=[CH:12][CH:11]=[CH:10][N:9]=2)=[CH:6][CH:5]=[CH:4][N:3]=1.[NH2:14][NH2:15]>N1C=CC=CC=1>[NH:14]([C:2]1[C:7]([C:8]2[CH:13]=[CH:12][CH:11]=[CH:10][N:9]=2)=[CH:6][CH:5]=[CH:4][N:3]=1)[NH2:15]. Reactants: ClC1=NC=CC=C1C1=NC=CC=C1 (2'-chloro-2,3'-bipyridine), NN (hydrazine). Yields the product N(N)C1=NC=CC=C1C1=NC=CC=C1 (2'-hydrazino-2,3'-bipyridine).